Dataset: the Open Reaction Database (ORD), a public repository of structured organic reaction records. Task: describe an organic reaction: reactants, conditions, products, and yield The reactants are NCC(=O)NC(C(=O)O)CC (2-(2-aminoacetamido)butanoic acid), CCN(C(C)C)C(C)C (DIPEA), C(=S)(N1C=NC=C1)N1C=NC=C1 (1,1′-thiocarbonyldiimidazole). Run in C1CCOC1 (THF). Product: O=C1CNC(N1C(C(=O)O)CC)=S (2-(5-oxo-2-thioxoimidazolidin-1-yl)butanoic acid). Isolated yield 38.0%. RXN SMILES: [NH2:1][CH2:2][C:3]([NH:5][CH:6]([CH2:10][CH3:11])[C:7]([OH:9])=[O:8])=[O:4].CCN(C(C)C)C(C)C.[C:21](N1C=CN=C1)(N1C=CN=C1)=[S:22]>C1COCC1>[O:4]=[C:3]1[N:5]([CH:6]([CH2:10][CH3:11])[C:7]([OH:9])=[O:8])[C:21](=[S:22])[NH:1][CH2:2]1. Procedure: To a mixture of 2-(2-aminoacetamido)butanoic acid (0.5 g, 3.12 mmol) and DIPEA (1.812 g, 14.05 mmol) in anhydrous THF 10 mL is added 1,1′-thiocarbonyldiimidazole (0.834 g, 4.68 mmol) and heated to reflux overnight. The resulting reaction mixture is concentrated to dry and the pure product 2-(5-oxo-2-thioxoimidazolidin-1-yl)butanoic acid (0.24 g, 1.187 mmol, yellow solid) is obtained by column chromatography using acetic acid/DCM, 0-5% ration solvent system. 1H-NMR (CD3OD/300 MHz): 5.21 (dd, J=10... Product: COc1ccc(C(=O)O)c(C(=O)O)c1. As a reaction SMILES: [CH3:16][I:17].[CH3:21][N:22]([CH3:23])[CH:24]=[O:25].[CH3:26][OH:27].[ClH:20].[H-:14].[Na+:15].[Na+:19].[OH-:18].[OH2:28].[OH:1][C:2](=[O:3])[c:4]1[cH:5][cH:6][c:7]([OH:8])[cH:9][c:10]1[C:11]([OH:12])=[O:13]>>[OH:1][C:2](=[O:3])[c:4]1[cH:5][cH:6][c:7]([O:8][CH3:16])[cH:9][c:10]1[C:11]([OH:12])=[O:13]. Starting materials: CI, CN(C)C=O, CO, Cl, [H-], [Na+], [Na+], [OH-], O, O=C(O)c1ccc(O)cc1C(=O)O. The reactants are ClC1=CC2=C(NC(CN=C2C2=C(C=CC=C2)Cl)=S)S1 (7-chloro-5-(o-chlorophenyl)-1,3-dihydro-2H-thieno[2,3-e]-1,4-diazepine-2-thione), C(C(O)C)(=O)NN (lactic acid hydrazide). The solvent is CO (methanol). The product is ClC1=CC=2C(=NCC=3N(C2S1)C(=NN3)C(C)O)C3=C(C=CC=C3)Cl (2-chloro-4-(o-chlorophenyl)-9-(α-hydroxyethyl)-6H-thieno[3,2-f]-s- triazolo[4,3-a][1,4]diazepine). Reaction SMILES: [Cl:1][C:2]1[S:19][C:5]2[NH:6][C:7](=S)[CH2:8][N:9]=[C:10]([C:11]3[CH:16]=[CH:15][CH:14]=[CH:13][C:12]=3[Cl:17])[C:4]=2[CH:3]=1.[C:20]([NH:25][NH2:26])(=O)[CH:21]([CH3:23])[OH:22]>CO>[Cl:1][C:2]1[S:19][C:5]2[N:6]3[C:20]([CH:21]([OH:22])[CH3:23])=[N:25][N:26]=[C:7]3[CH2:8][N:9]=[C:10]([C:11]3[CH:16]=[CH:15][CH:14]=[CH:13][C:12]=3[Cl:17])[C:4]=2[CH:3]=1. Reported procedure: 1 g of 7-chloro-5-(o-chlorophenyl)-1,3-dihydro-2H-thieno[2,3-e]-1,4-diazepine-2-thione is refluxed for 1.5 hours in 50 ml of absolute methanol with 2 g of lactic acid hydrazide. The precipitated 7-chloro-5-(o-chlorophenyl)-2-(2-lactoylhydrazino)-3H-thieno[2,3-e]-1,4-diazepine is dried and refluxed for 4 hours in 120 ml of absolute xylene. The solution is evaporated and the product recrystallized from ethyl acetate containing active carbon to yield 2-chloro-4-(o-chlorophenyl)-9-(α-hydroxyethyl)-6...